describe an organic reaction: reactants, conditions, products, and yield From a dataset of the Open Reaction Database (ORD), a public repository of structured organic reaction records. The reactants are ClC1=C2C(C(NC2=CC(=C1)Cl)=O)=O (4,6-dichloroisatin), BrC1=CC2=CC=CC=C2C=C1 (2-bromonaphthalene), C(CCC)[Li] (n-butyl lithium), Cl (HCl). Run in C1CCOC1 (THF), C1CCOC1 (THF), CCCCCC (n-hexane). Conditions: time 30 minute. Product: ClC1=C2C(C(NC2=CC(=C1)Cl)=O)(C1=CC2=CC=CC=C2C=C1)O (4,6-Dichloro-3-hydroxy-3-(2-naphthyl)oxindole). Isolated yield 26.6%. Reaction SMILES: Br[C:2]1[CH:11]=[CH:10][C:9]2[C:4](=[CH:5][CH:6]=[CH:7][CH:8]=2)[CH:3]=1.C([Li])CCC.[Cl:17][C:18]1[CH:26]=[C:25]([Cl:27])[CH:24]=[C:23]2[C:19]=1[C:20](=[O:29])[C:21](=[O:28])[NH:22]2.Cl>C1COCC1.CCCCCC>[Cl:17][C:18]1[CH:26]=[C:25]([Cl:27])[CH:24]=[C:23]2[C:19]=1[C:20]([OH:29])([C:2]1[CH:11]=[CH:10][C:9]3[C:4](=[CH:5][CH:6]=[CH:7][CH:8]=3)[CH:3]=1)[C:21](=[O:28])[NH:22]2. Procedure: To a solution of 2-bromonaphthalene (2.952 g) in anhydrous THF (25 mL) was added portion wise a solution of n-butyl lithium in n-hexane (1.55 N, 10.12 mL) at −78° C. The reaction solution was stirred for 30 minutes. To the mixture was then added portion wise a solution of 4,6-dichloroisatin (1.54 g) in anhydrous THF (25 ml) for 50 minutes. The reaction mixture was stirred for 2 hours. Then the mixture was allowed to warm to room temperature. To the mixture was added 1N HCl and extracted by ethyl... The reactants are FC(C(F)(F)F)(C(F)(F)F)OCCCCCCO (6-Hydroxyhexyl perfluoroisopropyl ether), S(N)(O)(=O)=O (sulfamic acid). Run in CCCCCC (Hexane). Conditions: time 1 hour. The product is S(=O)(=O)([O-])[O-].[NH4+].FC(C(F)(F)F)(C(F)(F)F)OCCCCCCO.[NH4+] (6-hydroxyhexyl perfluoroisopropyl ether ammonium sulfate). Reaction SMILES: [F:1][C:2]([O:11][CH2:12][CH2:13][CH2:14][CH2:15][CH2:16][CH2:17][OH:18])([C:7]([F:10])([F:9])[F:8])[C:3]([F:6])([F:5])[F:4].[S:19](=[O:23])(=[O:22])([OH:21])[NH2:20]>CCCCCC>[S:19]([O-:21])([O-:11])(=[O:23])=[O:22].[NH4+:20].[F:1][C:2]([O:11][CH2:12][CH2:13][CH2:14][CH2:15][CH2:16][CH2:17][OH:18])([C:7]([F:9])([F:10])[F:8])[C:3]([F:6])([F:5])[F:4].[NH4+:20] |f:3.4.5.6|. Procedure: 6-Hydroxyhexyl perfluoroisopropyl ether (15.5 g, 0.05 m) and sulfamic acid (5.1 g, 0.05 m) were combined and heated with stirring at 145° for one hour. Hexane (25 ml) was added to the cooled reaction mixture to remove unreacted alcohol. Filtration and vacuum drying gave a brown soft solid product, 6-hydroxyhexyl perfluoroisopropyl ether ammonium sulfate which was designated as Product I (B). IR analysis showed the following major absorption bands: 3200, 2935, 2860, 1430, 1210 cm-1. Reactants: CC(C)N, CCN=C=NCCCN(C)C, CN(C)C=O, CC(C)(O)c1ccc(C(=O)Nc2cc(N3CCC(C(=O)O)CC3)n3nccc3n2)cc1, On1nnc2ccccc21. Yields the product CC(C)NC(=O)C1CCN(c2cc(NC(=O)c3ccc(C(C)(C)O)cc3)nc3ccnn23)CC1. As a reaction SMILES: [CH3:32][CH:33]([CH3:34])[NH2:35].[CH3:36][CH2:37][N:38]=[C:39]=[N:40][CH2:41][CH2:42][CH2:43][N:44]([CH3:45])[CH3:46].[O:57]=[CH:58][N:59]([CH3:60])[CH3:61].[OH:1][C:2]([CH3:3])([CH3:4])[c:5]1[cH:6][cH:7][c:8]([C:9](=[O:10])[NH:11][c:12]2[n:13][c:14]3[n:15]([c:16]([N:18]4[CH2:19][CH2:20][CH:21]([C:24](=[O:25])[OH:26])[CH2:22][CH2:23]4)[cH:17]2)[n:27][cH:28][cH:29]3)[cH:30][cH:31]1.[OH:47][n:48]1[c:49]2[c:50]([cH:51][cH:52][cH:53][cH:54]2)[n:55][n:56]1>>[OH:1][C:2]([CH3:3])([CH3:4])[c:5]1[cH:6][cH:7][c:8]([C:9](=[O:10])[NH:11][c:12]2[n:13][c:14]3[n:15]([c:16]([N:18]4[CH2:19][CH2:20][CH:21]([C:24](=[O:25])[NH:35][CH:33]([CH3:32])[CH3:34])[CH2:22][CH2:23]4)[cH:17]2)[n:27][cH:28][cH:29]3)[cH:30][cH:31]1. The reactants are N1N=C(C=C1)N (1H-pyrazol-3-amine), [H-].[Na+] (sodium hydride), [Cl-].[NH4+] (ammonium chloride), C[Si](CCOCCl)(C)C (2-(trimethylsilyl)ethoxymethyl chloride). Solvent: CN(C=O)C (N,N-dimethylformamide). Conditions: time 30 minute. The product is C[Si](CCOCN1N=C(C=C1)N)(C)C (1-((2-(trimethylsilyl)ethoxy)methyl)-1H-pyrazol-3-amine). As a reaction SMILES: [NH:1]1[CH:5]=[CH:4][C:3]([NH2:6])=[N:2]1.[H-].[Na+].[CH3:9][Si:10]([CH3:17])([CH3:16])[CH2:11][CH2:12][O:13][CH2:14]Cl.[Cl-].[NH4+]>CN(C)C=O>[CH3:9][Si:10]([CH3:17])([CH3:16])[CH2:11][CH2:12][O:13][CH2:14][N:1]1[CH:5]=[CH:4][C:3]([NH2:6])=[N:2]1 |f:1.2,4.5|. Procedure: To a solution of 10 g of 1H-pyrazol-3-amine in 100 ml of N,N-dimethylformamide was added 9.6 g of sodium hydride (60%, in oil) under cooling with ice. The reaction mixture was stirred for 30 minutes, and then 21.3 ml of 2-(trimethylsilyl)ethoxymethyl chloride was added thereto. After stirring the resulting mixture at room temperature for 1 hour, aqueous ammonium chloride was added thereto, and the mixture was extracted with chloroform. The resulting organic layer was washed with water and brine,... The reactants are ClC1=C(C=CC(=C1)F)CC#N (2-chloro-4-fluorobenzeneacetonitrile), O (Water), [O-]CC.[Na+] (sodium ethoxide). The solvent is C(C)(=O)OCC (ethyl acetate), C(C)O (ethanol), xylenes, C(C)O (ethanol). Run at temperature 70 celsius. Product: C(C)(=O)C(C#N)C1=C(C=C(C=C1)F)Cl (α-acetyl-2-chloro-4-fluorobenzeneacetonitrile). Yield: 69.9%. RXN SMILES: [O-:1][CH2:2][CH3:3].[Na+].[Cl:5][C:6]1[CH:11]=[C:10]([F:12])[CH:9]=[CH:8][C:7]=1[CH2:13][C:14]#[N:15].O>C(OCC)(=O)C.C(O)C>[C:2]([CH:13]([C:7]1[CH:8]=[CH:9][C:10]([F:12])=[CH:11][C:6]=1[Cl:5])[C:14]#[N:15])(=[O:1])[CH3:3] |f:0.1|. Procedure: A suspension of dry, solid sodium ethoxide (Aldrich, 10.2 g, 150 mmol) in a mixture of xylenes (60 mL) and anhydrous ethanol (25 mL) was stirred at 70° C., and a solution of 2-chloro-4-fluorobenzeneacetonitrile (16.96 g, 100 mmol) in a mixture of ethyl acetate (30 mL) and ethanol (5 mL) was added dropwise to the hot reaction mixture over 20 minutes. The reaction mixture was heated at 75-78° C. for 3 h and then allowed to cool. Water (50 mL) was added to dissolve solids. The mixture was extracted...